The task is: describe an organic reaction: reactants, conditions, products, and yield. This data is from the Open Reaction Database (ORD), a public repository of structured organic reaction records. Reactants: O=C([O-])[O-], Cc1nc(N2CCc3ccccc3CC2)c(C#N)c(=O)[nH]1, CN(C)C=O, CCI, [K+], [K+]. Yields the product CCOc1nc(C)nc(N2CCc3ccccc3CC2)c1C#N. RXN SMILES: [C:25](=[O:26])([O-:27])[O-:28].[CH3:1][c:2]1[nH:3][c:4](=[O:21])[c:5]([C:19]#[N:20])[c:6]([N:8]2[CH2:9][CH2:10][c:11]3[c:12]([cH:15][cH:16][cH:17][cH:18]3)[CH2:13][CH2:14]2)[n:7]1.[CH3:31][N:32]([CH3:33])[CH:34]=[O:35].[I:22][CH2:23][CH3:24].[K+:29].[K+:30]>>[CH3:1][c:2]1[n:3][c:4]([O:21][CH2:23][CH3:24])[c:5]([C:19]#[N:20])[c:6]([N:8]2[CH2:9][CH2:10][c:11]3[c:12]([cH:15][cH:16][cH:17][cH:18]3)[CH2:13][CH2:14]2)[n:7]1.